This data is from the Open Reaction Database (ORD), a public repository of structured organic reaction records. The task is: describe an organic reaction: reactants, conditions, products, and yield Starting materials: C(C=C)(=O)OCC (Ethyl acrylate), N1CCCC1 (pyrrolidine). Run in C1CCOC1 (THF), C1CCOC1 (THF). Conditions: time 3.5 hour. The product is N1(CCCC1)CCC(=O)OCC (ethvl 3-(N-pyrrolidinyl)propionate). RXN SMILES: [C:1]([O:5][CH2:6][CH3:7])(=[O:4])[CH:2]=[CH2:3].[NH:8]1[CH2:12][CH2:11][CH2:10][CH2:9]1>C1COCC1>[N:8]1([CH2:3][CH2:2][C:1]([O:5][CH2:6][CH3:7])=[O:4])[CH2:12][CH2:11][CH2:10][CH2:9]1. Procedure: Ethyl acrylate (110.0 g; 1.1 mol) was dissolved in THF (250 ml). To this a solution of pyrrolidine (71.5 g; 1.0 mol) in THF (100 ml) was added dropwise in 75 minutes, after which stirring was continued for 3.5 hours at room temperature. The reaction mixture was evaporated by means of a rotary evaporator. The yield was 161.8 g (94%). Starting materials: [Br-].[Br-].C1(=CC=CC=C1)O (phenol dibromide), C([O-])([O-])=O.[K+].[K+] (potassium carbonate), C(C)OC(CBr)=O (ethylbromoacetate), CC(=O)CC (methylethylketone). Product: C(C)OC(COC1=C(C=C(C=C1Br)C(=O)C=1OC=CC1)Br)=O (Ethyl-4-(2-furoyl)-2,6-dibromo-phenoxyacetate). Reaction SMILES: [Br-:1].[Br-:2].[C:3]1([OH:9])[CH:8]=[CH:7][CH:6]=[CH:5][CH:4]=1.[C:10](=[O:13])([O-])[O-].[K+].[K+].[CH2:16]([O:18][C:19](=[O:22])[CH2:20]Br)[CH3:17].[CH3:23][C:24]([CH2:26][CH3:27])=[O:25]>>[CH2:16]([O:18][C:19](=[O:22])[CH2:20][O:25][C:24]1[C:23]([Br:1])=[CH:5][C:4]([C:3]([C:8]2[O:13][CH:10]=[CH:6][CH:7]=2)=[O:9])=[CH:27][C:26]=1[Br:2])[CH3:17] |f:0.1.2,3.4.5|. Reported procedure: There was kept under reflux for 6 hours 300 ml of methylethylketone containing 21 g of the phenol of step (A), 15 g of potassium carbonate and 18 g of ethylbromoacetate. After hot filtration the solvent was evaporated and the solid recrystallised in ethanol. 21 g of the ester were obtained, which melted at 114° C. Starting materials: ClC1=C(C(=CC=C1)Cl)N1C(N(C2=NC(=NC=C2C1)S(=O)(=O)C)C)=O (3-(2,6-dichlorophenyl)-3,4-dihydro-7-methanesulfonyl-1-methylpyrimido[4,5-d]pyrimidin-2(1H)-one), NC1=CC=C(C=C1)CC(=O)OCC (ethyl 4-aminophenylacetate). Run at temperature 185 celsius. Yields the product ClC1=C(C(=CC=C1)Cl)N1C(N(C2=NC(=NC=C2C1)NC1=CC=C(C=C1)CC(=O)OCC)C)=O (ethyl 2-[4-[[3-(2,6-dichlorophenyl)-1,2,3,4-tetrahydro-1-methyl-2-oxopyrimido[4,5-d]pyrimidin-7-yl]amino]phenyl]acetate). The yield is 37.6%. RXN SMILES: [Cl:1][C:2]1[CH:7]=[CH:6][CH:5]=[C:4]([Cl:8])[C:3]=1[N:9]1[CH2:18][C:17]2[C:12](=[N:13][C:14](S(C)(=O)=O)=[N:15][CH:16]=2)[N:11]([CH3:23])[C:10]1=[O:24].[NH2:25][C:26]1[CH:31]=[CH:30][C:29]([CH2:32][C:33]([O:35][CH2:36][CH3:37])=[O:34])=[CH:28][CH:27]=1>>[Cl:1][C:2]1[CH:7]=[CH:6][CH:5]=[C:4]([Cl:8])[C:3]=1[N:9]1[CH2:18][C:17]2[C:12](=[N:13][C:14]([NH:25][C:26]3[CH:27]=[CH:28][C:29]([CH2:32][C:33]([O:35][CH2:36][CH3:37])=[O:34])=[CH:30][CH:31]=3)=[N:15][CH:16]=2)[N:11]([CH3:23])[C:10]1=[O:24]. Reported procedure: A mixture of 200 mg (0.52 mmol) of 3-(2,6-dichlorophenyl)-3,4-dihydro-7-methanesulfonyl-1-methylpyrimido[4,5-d]pyrimidin-2(1H)-one and 800 mg (4.47 mmol) of ethyl 4-aminophenylacetate was heated at 185° C. for 45 minutes. The residue was partitioned between 10 ml of ethyl acetate and 10 ml of 2M hydrochloric acid and the insoluble cream colored solid was collected by filtration and washed with 20 ml of water and 20 ml of ethyl acetate and then dried under a high vacuum. 95 mg (38%) of ethyl 2-[4... Starting materials: O=C([O-])O, COCCOC, Cc1nnc(-c2c(C)csc2NC(=O)Cc2ccc(I)cc2)[nH]1, [Na+], O, c1ccc(P(c2ccccc2)(c2ccccc2)[Pd](P(c2ccccc2)(c2ccccc2)c2ccccc2)(P(c2ccccc2)(c2ccccc2)c2ccccc2)P(c2ccccc2)(c2ccccc2)c2ccccc2)cc1, OB(O)c1ccncc1. Yields the product Cc1nnc(-c2c(C)csc2NC(=O)Cc2ccc(-c3ccncc3)cc2)[nH]1. As a reaction SMILES: [C:33](=[O:34])([OH:35])[O-:36].[CH3:38][O:39][CH2:40][CH2:41][O:42][CH3:43].[I:1][c:2]1[cH:3][cH:4][c:5]([CH2:8][C:9](=[O:10])[NH:11][c:12]2[s:13][cH:14][c:15]([CH3:23])[c:16]2-[c:17]2[n:18][n:19][c:20]([CH3:22])[nH:21]2)[cH:6][cH:7]1.[Na+:37].[OH2:121].[cH:44]1[cH:45][cH:46][c:47]([P:48]([Pd:49]([P:50]([c:51]2[cH:52][cH:53][cH:54][cH:55][cH:56]2)([c:57]2[cH:58][cH:59][cH:60][cH:61][cH:62]2)[c:63]2[cH:64][cH:65][cH:66][cH:67][cH:68]2)([P:69]([c:70]2[cH:71][cH:72][cH:73][cH:74][cH:75]2)([c:76]2[cH:77][cH:78][cH:79][cH:80][cH:81]2)[c:82]2[cH:83][cH:84][cH:85][cH:86][cH:87]2)[P:88]([c:89]2[cH:90][cH:91][cH:92][cH:93][cH:94]2)([c:95]2[cH:96][cH:97][cH:98][cH:99][cH:100]2)[c:101]2[cH:102][cH:103][cH:104][cH:105][cH:106]2)([c:107]2[cH:108][cH:109][cH:110][cH:111][cH:112]2)[c:113]2[cH:114][cH:115][cH:116][cH:117][cH:118]2)[cH:119][cH:120]1.[n:24]1[cH:25][cH:26][c:27]([B:30]([OH:31])[OH:32])[cH:28][cH:29]1>>[c:2]1(-[c:27]2[cH:26][cH:25][n:24][cH:29][cH:28]2)[cH:3][cH:4][c:5]([CH2:8][C:9](=[O:10])[NH:11][c:12]2[s:13][cH:14][c:15]([CH3:23])[c:16]2-[c:17]2[n:18][n:19][c:20]([CH3:22])[nH:21]2)[cH:6][cH:7]1.